Dataset: the Open Reaction Database (ORD), a public repository of structured organic reaction records. Task: describe an organic reaction: reactants, conditions, products, and yield Reactants: S1C=C(C=C1)C1=CN=C(S1)NC1=CC=C(C=C1)O (4-(5-thiophen-3-yl-thiazol-2-yl-amino)-phenol), S1C=C(C=C1)C=1C=C(C=CC1)CC=O ((3-thiophen-3-yl-phenyl)-acetaldehyde), COC1=CC(=C(C=C1)NC(=S)N)C ((4-methoxy-2-methyl-phenyl)-thiourea). Yields the product COC1=CC(=C(C=C1)NC=1SC(=CN1)C1=CSC=C1)C ((4-Methoxy-2-methyl-phenyl)-(5-thiophen-3-yl-thiazol-2-yl)-amine). As a reaction SMILES: [S:1]1[CH:5]=[CH:4][C:3]([C:6]2SC(NC3C=CC(O)=CC=3)=N[CH:7]=2)=[CH:2]1.S1C=CC(C2C=C(CC=O)C=CC=2)=C1.[CH3:33][O:34][C:35]1[CH:40]=[CH:39][C:38]([NH:41][C:42]([NH2:44])=[S:43])=[C:37]([CH3:45])[CH:36]=1>>[CH3:33][O:34][C:35]1[CH:40]=[CH:39][C:38]([NH:41][C:42]2[S:43][C:6]([C:3]3[CH:4]=[CH:5][S:1][CH:2]=3)=[CH:7][N:44]=2)=[C:37]([CH3:45])[CH:36]=1. Procedure: The title compound is prepared as described in Example 12 (Procedure B) for 4-(5-thiophen-3-yl-thiazol-2-yl-amino)-phenol but starting from (3-thiophen-3-yl-phenyl)-acetaldehyde (Example 25) and (4-methoxy-2-methyl-phenyl)-thiourea. The title compound: ES-MS: 303.0 [M+H]+; single peak at tR=3.96 min (System 2). The reactants are BrC=1C=C2CCC(C2=C(C1)F)N ((rac)-5-bromo-7-fluoro-indan-1-ylamine), FC(C(=O)NC1(CC1)C(=O)O)(F)F (1-(2,2,2-trifluoroacetamido)cyclopropanecarboxylic acid). The product is BrC=1C=C2CCC(C2=C(C1)F)NC(=O)C1(CC1)NC(C(F)(F)F)=O (1-(2,2,2-trifluoro-acetylamino)-cyclopropanecarboxylic acid ((rac)-5-bromo-7-fluoro-indan-1-yl)-amide). As a reaction SMILES: [Br:1][C:2]1[CH:3]=[C:4]2[C:8](=[C:9]([F:11])[CH:10]=1)[CH:7]([NH2:12])[CH2:6][CH2:5]2.[F:13][C:14]([F:25])([F:24])[C:15]([NH:17][C:18]1([C:21](O)=[O:22])[CH2:20][CH2:19]1)=[O:16]>>[Br:1][C:2]1[CH:3]=[C:4]2[C:8](=[C:9]([F:11])[CH:10]=1)[CH:7]([NH:12][C:21]([C:18]1([NH:17][C:15](=[O:16])[C:14]([F:13])([F:24])[F:25])[CH2:19][CH2:20]1)=[O:22])[CH2:6][CH2:5]2. Procedure details: In analogy to the procedure described for the preparation of intermediate A-1 [B] and A-1 [C], (rac)-5-bromo-7-fluoro-indan-1-ylamine has been coupled with 1-(2,2,2-trifluoroacetamido)cyclopropanecarboxylic acid (intermediate A-1 [A]) to give 1-(2,2,2-trifluoro-acetylamino)-cyclopropanecarboxylic acid ((rac)-5-bromo-7-fluoro-indan-1-yl)-amide, which was subsequently reacted with 4,4,4′,4′,5,5,5′,5′-octamethyl-2,2′-bi(1,3,2-dioxaborolane) to yield the title compound as light yellow amorphous soli...